Task: describe an organic reaction: reactants, conditions, products, and yield. Dataset: the Open Reaction Database (ORD), a public repository of structured organic reaction records Starting materials: CC(C)(C)[Si](C)(C)OCCN, C1=CC=C(C=C1)COC2=C(C=C(C=C2)Br)F. The reagents and catalysts are C(=O)([O-])[O-].[Cs+].[Cs+], CC(C)C1=CC(=C(C(=C1)C(C)C)C2=CC=CC=C2P(C3CCCCC3)C4CCCCC4)C(C)C, CC(=O)O.CC(=O)O.[Pd]. The solvent is CC1=CC=CC=C1. Conditions: temperature 120 celsius. The product is CC(C)(C)[Si](C)(C)OCCNC1=CC(=C(C=C1)OCC2=CC=CC=C2)F. Yield: 54.2%. Procedure: PdOAc2 (0.399 g, 1.78 mmol) and dicyclohexyl(2',4',6'-triisopropylbiphenyl-2-yl)phosphine (0.848 g, 1.78 mmol) were added in one portion to a degassed solution of 1-(benzyloxy)-4-bromo-2-fluorobenzene (5.00 g, 17.79 mmol), 2-(tert- butyldimethylsilyloxy)ethanamine (4.16 g, 17.79 mmol) and cesium carbonate (8.69 g, 26.68 mmol) in toluene (100 mL) at 20°C in a microwave vial. The microwave vial was sealed and the reaction was heated to 120 °C for 10 hours in the microwave reactor and cooled to RT.... Reactants: OCCC=1C=C(C=CC1OC)CC(C(=O)OCC)OC(C)C (ethyl 3-[3-(2-hydroxyethyl)-4-methoxyphenyl]-2-isopropoxypropanoate), FC1=CC=C(C=C1)N=C=O (4-fluorophenylisocyanate). Yields the product FC1=CC=C(NC(=O)OCCC=2C=C(C=CC2OC)CC(C(=O)O)OC(C)C)C=C1 (3-[3-(2-{[(4-Fluoroanilino)carbonyl]oxy}ethyl)-4-methoxyphenyl]-2-isopropoxypropanoic acid). As a reaction SMILES: [OH:1][CH2:2][CH2:3][C:4]1[CH:5]=[C:6]([CH2:12][CH:13]([O:19][CH:20]([CH3:22])[CH3:21])[C:14]([O:16]CC)=[O:15])[CH:7]=[CH:8][C:9]=1[O:10][CH3:11].[F:23][C:24]1[CH:29]=[CH:28][C:27]([N:30]=[C:31]=[O:32])=[CH:26][CH:25]=1>>[F:23][C:24]1[CH:29]=[CH:28][C:27]([NH:30][C:31]([O:1][CH2:2][CH2:3][C:4]2[CH:5]=[C:6]([CH2:12][CH:13]([O:19][CH:20]([CH3:21])[CH3:22])[C:14]([OH:16])=[O:15])[CH:7]=[CH:8][C:9]=2[O:10][CH3:11])=[O:32])=[CH:26][CH:25]=1. Reported procedure: Using ethyl 3-[3-(2-hydroxyethyl)-4-methoxyphenyl]-2-isopropoxypropanoate and 4-fluorophenylisocyanate, the title compound was obtained in the same manner as described in Example 148.